Dataset: the Open Reaction Database (ORD), a public repository of structured organic reaction records. Task: describe an organic reaction: reactants, conditions, products, and yield Reactants: N1CCCCC1 (Piperidine), S(C)(=O)(=O)O.ClCCCOC12C(CC1CO)C=CC=C2 (3-(3-chloropropoxy)-1-hydroxymethylbenzocyclobutene mesylate). The solvent is C1(=CC=CC=C1)C (toluene), C(C)(=O)OCC (ethyl acetate). Yields the product ClCCCOC12C(CC1CN1CCCCC1)C=CC=C2 (3-(3-Chloropropoxy)-1-(1-piperidinylmethyl)benzocyclobutene). RXN SMILES: [NH:1]1[CH2:6][CH2:5][CH2:4][CH2:3][CH2:2]1.S(O)(=O)(=O)C.[Cl:12][CH2:13][CH2:14][CH2:15][O:16][C:17]12[CH:26]=[CH:25][CH:24]=[CH:23][CH:18]1[CH2:19][CH:20]2[CH2:21]O>C1(C)C=CC=CC=1.C(OCC)(=O)C>[Cl:12][CH2:13][CH2:14][CH2:15][O:16][C:17]12[CH:26]=[CH:25][CH:24]=[CH:23][CH:18]1[CH2:19][CH:20]2[CH2:21][N:1]1[CH2:6][CH2:5][CH2:4][CH2:3][CH2:2]1 |f:1.2|. Procedure details: Piperidine (3.19 ml) is added to a solution of 3-(3-chloropropoxy)-1-hydroxymethylbenzocyclobutene mesylate (2.45 g) in toluene (32 ml) and the reaction mixture refluxed under nitrogen for about 12 hours. The reaction mixture is diluted with ethyl acetate and extracted with saturated NaHCO3 followed by saturated NaCl. The organic extract is dried, filtered and concentrated yielding the crude product used in the next step. Reactants: O=C(O)c1ccc(C(F)(F)F)cn1, NCc1ccco1. The reagents and catalysts are CCN=C=NCCCN(C)C.Cl (EDC-HCl), CCN(C(C)C)C(C)C (DIPEA), C1(=C(C(=C(C(=C1F)F)F)F)F)O (Pentafluorophenol). The solvent is CN(C)C=O (DMF), CN(C)C=O (DMF), CN(C)C=O (DMF), CN(C)C=O (DMF), CN(C)C=O (DMF), CN(C)C=O (DMF). Reaction conditions: temperature 25 celsius, time 2 hour. The product is O=C(NCc1ccco1)c1ccc(C(F)(F)F)cn1. The yield is 60.0%. Reaction SMILES: NCc1ccco1.O=C(O)c1ccc(C(F)(F)F)cn1.CCN=C=NCCCN(C)C.Cl.C1(=C(C(=C(C(=C1F)F)F)F)F)O.CCN(C(C)C)C(C)C.CN(C)C=O>>O=C(NCc1ccco1)c1ccc(C(F)(F)F)cn1. Reactants: S(=O)(Cl)Cl (thionyl chloride), C1=CC=CC=C1 (benzene), ClC1=CC=C(C=C1)C1=NOC(C1)C(=O)O (3-(4-chlorophenyl)-2-isoxazoline-5-carboxylic acid). Product: C(C)(C)OC(=O)C1CC(=NO1)C1=CC=C(C=C1)Cl (3-(4-chlorophenyl)-2-isoxazoline-5-carboxylic acid isopropyl ester). The yield is 75.0%. Reaction SMILES: [Cl:1][C:2]1[CH:7]=[CH:6][C:5]([C:8]2[CH2:12][CH:11]([C:13]([OH:15])=[O:14])[O:10][N:9]=2)=[CH:4][CH:3]=1.S(Cl)(Cl)=O.[CH:20]1[CH:25]=CC=C[CH:21]=1>>[CH:20]([O:14][C:13]([CH:11]1[O:10][N:9]=[C:8]([C:5]2[CH:4]=[CH:3][C:2]([Cl:1])=[CH:7][CH:6]=2)[CH2:12]1)=[O:15])([CH3:25])[CH3:21]. Procedure details: 3-(4-chlorophenyl)-2-isoxazoline-5-carboxylic acid (2.2 g) prepared in Synthesis Example 3 was added with 20 ml of benzene and 1.4 g of thionyl chloride. After refluxing for 30 minutes, the reaction mixture was concentrated under reduced pressure. The resulting residue was dissolved in 20 ml of toluene and added with 0.7 g of isopropyl alcohol. The mixture was further added with 0.8 g of pyridine at 0° to 10° C. and reacted for an hour at the room temperature. The reaction mixture was washed wit... Starting materials: C(C)(C)(C)OC(NC1=CC(=CC=C1)OCC1CCN(CC1)C)=O ([3-(1-Methyl-piperidin-4-ylmethoxy)-phenyl]-carbamic acid tert-butyl ester), Cl (HCl). The solvent is CO (methanol). Product: Cl.Cl.CN1CCC(CC1)COC=1C=C(C=CC1)N (3-(1-Methyl-piperidin-4-ylmethoxy)-phenylamine dihydrochloride). Reaction SMILES: C(OC(=O)[NH:7][C:8]1[CH:13]=[CH:12][CH:11]=[C:10]([O:14][CH2:15][CH:16]2[CH2:21][CH2:20][N:19]([CH3:22])[CH2:18][CH2:17]2)[CH:9]=1)(C)(C)C.[ClH:24]>CO>[ClH:24].[ClH:24].[CH3:22][N:19]1[CH2:20][CH2:21][CH:16]([CH2:15][O:14][C:10]2[CH:9]=[C:8]([NH2:7])[CH:13]=[CH:12][CH:11]=2)[CH2:17][CH2:18]1 |f:3.4.5|. Procedure: [3-(1-Methyl-piperidin-4-ylmethoxy)-phenyl]-carbamic acid tert-butyl ester (1.6 g, 0.005 mol) is dissolved in 10 mL of methanol and treated with 10 mL 6 N HCl. The solution is stirred at rt over night and then heated for 4 h to 60° C. The solvent is removed under reduced pressure and the residue dried under vacuum to give a tan foam which is used without further purification. HPLC: 8.20 (System X2); [M+H]+ 221.0.